This data is from the Open Reaction Database (ORD), a public repository of structured organic reaction records. The task is: describe an organic reaction: reactants, conditions, products, and yield The reactants are C(C)(C)(C)OC(=O)N1CCC(CC1)(CS(=O)(=O)CC1=CC(=CC(=C1)C(F)(F)F)C(F)(F)F)C1=CC=CC=C1 (1t-Butoxycarbonyl-4-phenyl-4-[3,5-bis(trifluoromethyl) benzylsulphonyl methyl]piperidine), Cl (HCl). The solvent is C(C)OCC (diethyl ether). Conditions: time 16 hour. Product: Cl.C1(=CC=CC=C1)C1(CCNCC1)CS(=O)(=O)CC1=CC(=CC(=C1)C(F)(F)F)C(F)(F)F (4-phenyl-4-[3,5-bis(trifluoromethyl)benzylsulphonylmethyl]piperidine hydrochloride). Reaction SMILES: C(OC([N:8]1[CH2:13][CH2:12][C:11]([C:33]2[CH:38]=[CH:37][CH:36]=[CH:35][CH:34]=2)([CH2:14][S:15]([CH2:18][C:19]2[CH:24]=[C:23]([C:25]([F:28])([F:27])[F:26])[CH:22]=[C:21]([C:29]([F:32])([F:31])[F:30])[CH:20]=2)(=[O:17])=[O:16])[CH2:10][CH2:9]1)=O)(C)(C)C.[ClH:39]>C(OCC)C>[ClH:39].[C:33]1([C:11]2([CH2:14][S:15]([CH2:18][C:19]3[CH:20]=[C:21]([C:29]([F:30])([F:31])[F:32])[CH:22]=[C:23]([C:25]([F:27])([F:28])[F:26])[CH:24]=3)(=[O:16])=[O:17])[CH2:10][CH2:9][NH:8][CH2:13][CH2:12]2)[CH:34]=[CH:35][CH:36]=[CH:37][CH:38]=1 |f:3.4|. Reported procedure: 1t-Butoxycarbonyl-4-phenyl-4-[3,5-bis(trifluoromethyl) benzylsulphonyl methyl]piperidine was dissolved in diethyl ether (5 ml) and ethereal HCl (5 ml) was added. The solution was left standing for 16 h, solvent was removed and residue was recrystallised from isopropyl alcohol/isopropyl ether giving 4-phenyl-4-[3,5-bis(trifluoromethyl)benzylsulphonylmethyl]piperidine hydrochloride (196 mg) as a white solid, m.p. 249° C. (dec), m/z (CI+) 466 (M+ +1). Found: C, 49.90; H, 4.36; N, 2.89. C21H21NO2SF6... The reactants are C(C)(C)(C)C=1N=C(SC1)COC1=C(C=C(C=C1)OC)C=O (4-tert-butyl-2-(2-formyl-4-methoxyphenoxymethyl)thiazole), C(C)(=O)OC(C)=O (acetic anhydride). The solvent is C=1(C(=CC=CC1)C)C (xylene). Run at temperature 140 celsius, time 14 hour. Yields the product C(C)(C)(C)C=1N=C(SC1)C=1OC2=C(C1)C=C(C=C2)OC (4-tert-butyl-2-(5-methoxybenzofuran-2-yl)thiazole). Isolated yield 79.0%. As a reaction SMILES: [C:1]([C:5]1[N:6]=[C:7]([CH2:10][O:11][C:12]2[CH:17]=[CH:16][C:15]([O:18][CH3:19])=[CH:14][C:13]=2[CH:20]=O)[S:8][CH:9]=1)([CH3:4])([CH3:3])[CH3:2].C(OC(=O)C)(=O)C>C1(C)C(C)=CC=CC=1>[C:1]([C:5]1[N:6]=[C:7]([C:10]2[O:11][C:12]3[CH:17]=[CH:16][C:15]([O:18][CH3:19])=[CH:14][C:13]=3[CH:20]=2)[S:8][CH:9]=1)([CH3:4])([CH3:3])[CH3:2]. Procedure: A mixture of 4-tert-butyl-2-(2-formyl-4-methoxyphenoxymethyl)thiazole (3.23 g) and acetic anhydride (3.2 ml) in xylene (30 ml) was stirred at 140° C. for 14 hours. After being cooled, the resulting mixture was concentrated to give a syrup. The syrup was subjected to column chromatography on silica gel and eluted with toluene. The fractions containing object compound were combined and concentrated under reduced pressure to give 4-tert-butyl-2-(5-methoxybenzofuran-2-yl)thiazole (2.40 g). The reactants are BrC=1C=C2C=3N(C(C(NC3C1)=O)=O)C(CC2)CC(=O)OC (9-bromo-5-methoxycarbonylmethyl-6,7-dihydro-1H, 5H-pyrido[1,2,3-de]quinoxaline-2,3-dione), cuprous chloride, [Cl-].[NH4+] (ammonium chloride). Run in CS(=O)C (dimethyl sulfoxide). Reaction conditions: temperature 160 celsius. Yields the product ClC=1C=C2C=3N(C(C(NC3C1)=O)=O)C(CC2)CC(=O)OC (9-Chloro-5-methoxycarbonylmethyl-6,7-dihydro-1H, 5H-pyrido[1,2,3-de]quinoxaline-2,3-dione). Yield: 27.0%. RXN SMILES: Br[C:2]1[CH:3]=[C:4]2[CH2:16][CH2:15][CH:14]([CH2:17][C:18]([O:20][CH3:21])=[O:19])[N:6]3[C:7](=[O:13])[C:8](=[O:12])[NH:9][C:10]([CH:11]=1)=[C:5]23.[Cl-:22].[NH4+]>CS(C)=O>[Cl:22][C:2]1[CH:3]=[C:4]2[CH2:16][CH2:15][CH:14]([CH2:17][C:18]([O:20][CH3:21])=[O:19])[N:6]3[C:7](=[O:13])[C:8](=[O:12])[NH:9][C:10]([CH:11]=1)=[C:5]23 |f:1.2|. Reported procedure: A mixture of 9-bromo-5-methoxycarbonylmethyl-6,7-dihydro-1H, 5H-pyrido[1,2,3-de]quinoxaline-2,3-dione (530 mg, 1.50 mmol) and cuprous chloride (1.0 g, 10.1 mmol) in dimethyl sulfoxide (5 mL) was heated at 160° C. for 4.5 h and poured into 1N aqueous ammonium chloride (200 mL). The mixture was extracted with a mixed solvent of THF and ethyl acetate (600 mL). The extract was washed with 1N aqueous ammonium chloride (200 mL×2) and brine (200 mL), dried over magnesium sulfate, and concentrated. The ... Reactants: ClC1=CC=C(C(=C1C(=O)OCC)F)C=NO (ethyl 6-chloro-2-fluoro-3-((hydroxyimino)methyl)benzoate), Cl (HCl), CCO (EtOH). Reagents/catalysts: [Zn] (Zn), [Zn] (Zn). Solvent: CO (MeOH). Reaction conditions: time 16 hour. Yields the product NCC=1C(=C(C(=O)OCC)C(=CC1)Cl)F (ethyl 3-(aminomethyl)-6-chloro-2-fluorobenzoate). The yield is 88.2%. As a reaction SMILES: [Cl:1][C:2]1[C:7]([C:8]([O:10][CH2:11][CH3:12])=[O:9])=[C:6]([F:13])[C:5]([CH:14]=[N:15]O)=[CH:4][CH:3]=1.Cl.CCO>CO.[Zn]>[NH2:15][CH2:14][C:5]1[C:6]([F:13])=[C:7]([C:2]([Cl:1])=[CH:3][CH:4]=1)[C:8]([O:10][CH2:11][CH3:12])=[O:9]. Procedure details: To a solution DIPEA (6.6 mL, 46.0 mmol) in THF (15 mL) was added nBuLi (27 mL, 43.0 mmol, 1.6 M in hexane) at −78° C. and the reaction mixture was warmed to 0° C. over a period of 1 h. Then the reaction mixture was cooled to −78° C. and a solution of ethyl 2-chloro-6-fluorobenzoate (3.50 g, 19.0 mmol) in THF (56 mL) was added to the reaction mixture dropwise over 30 mins. The resulting mixture was stirred at −78° C. for 2 h before DMF (14 mL, 186 mmol) was added to the reaction mixture. The resu...